This data is from the Open Reaction Database (ORD), a public repository of structured organic reaction records. The task is: describe an organic reaction: reactants, conditions, products, and yield The reactants are COC1(C(C(=O)O)C=CC=C1OCCCCC)C(=O)O (2-Methoxy-3-pentyloxyphthalic acid), OC1=CC=C(C=C1)CCN (2-(4-hydroxyphenyl)ethylamine), C(C)(=O)O (acetic acid). Yields the product OC1=CC=C(C=C1)CCN1C(C2=CC=C(C(=C2C1=O)OCCCCC)OC)=O (2-[2-(4-hydroxyphenyl)ethyl]-5-methoxy-4-pentyloxyisoindole-1,3-dione). The yield is 31.8%. As a reaction SMILES: CO[C:3]1([C:18]([OH:20])=O)[C:11]([O:12][CH2:13][CH2:14][CH2:15][CH2:16][CH3:17])=[CH:10][CH:9]=[CH:8][CH:4]1[C:5]([OH:7])=O.[OH:21][C:22]1[CH:27]=[CH:26][C:25]([CH2:28][CH2:29][NH2:30])=[CH:24][CH:23]=1.[C:31](O)(=[O:33])C>>[OH:21][C:22]1[CH:27]=[CH:26][C:25]([CH2:28][CH2:29][N:30]2[C:18](=[O:20])[C:3]3[C:4](=[CH:8][CH:9]=[C:10]([O:33][CH3:31])[C:11]=3[O:12][CH2:13][CH2:14][CH2:15][CH2:16][CH3:17])[C:5]2=[O:7])=[CH:24][CH:23]=1. Reported procedure: 2-Methoxy-3-pentyloxyphthalic acid (155 mg, 0.55 mmol, 1 eq) and 2-(4-hydroxyphenyl)ethylamine (101.6 mg, 0.74 mmol, 1.4 eq) were dissolved in acetic acid (10 ml), and the solution was refluxed under heating for 2 hours. The mixture was cooled to room temperature and extracted twice with ethyl acetate (40 ml). The organic layers were combined, washed with a 1N aqueous hydrochloric acid solution (40 ml) and further with saturated brine (40 ml), and dried over anhydrous sodium sulfate. The drying ... Reactants: [Li]CCCC, CI, COc1ccc(CC#N)cc1, [Cl-], [NH4+], C1CCOC1. Product: COc1ccc(C(C)C#N)cc1. RXN SMILES: [CH2:12]([Li:13])[CH2:14][CH2:15][CH3:16].[CH3:17][I:18].[CH3:1][O:2][c:3]1[cH:4][cH:5][c:6]([CH2:9][C:10]#[N:11])[cH:7][cH:8]1.[Cl-:19].[NH4+:20].[O:21]1[CH2:22][CH2:23][CH2:24][CH2:25]1>>[CH3:1][O:2][c:3]1[cH:4][cH:5][c:6]([CH:9]([C:10]#[N:11])[CH3:12])[cH:7][cH:8]1.